Dataset: the Open Reaction Database (ORD), a public repository of structured organic reaction records. Task: describe an organic reaction: reactants, conditions, products, and yield The reactants are C(C)(C)(C)OC(=O)N[C@@H](CC1=CC=CC=C1)C(=O)O (t-butoxycarbonyl-L-phenylalanine), N[C@H](C(=O)N[C@H]([C@H](C[C@H](C=C)C(C)C)O)CC1CCCCC1)CC=1N=CNC1 ((S)-α-amino-N-[(1S,2S,4S)-1-(cyclohexylmethyl)-2-hydroxy-4-isopropyl-5-hexenyl]imidazole-4-propionamide), C(C)N1CCOCC1 (4-ethylmorpholine), C=1C=CC2=C(C1)N=NN2O (HOBT), C1CCC(CC1)N=C=NC2CCCCC2 (DCC). The solvent is CN(C=O)C (dimethylformamide). The product is C1(CCCCC1)C[C@@H]([C@H](C[C@H](C=C)C(C)C)O)NC(=O)[C@H](CC=1N=CNC1)NC(=O)[C@H](CC1=CC=CC=C1)NC(OC(C)(C)C)=O (t-butyl [(S)-α-[[(S)-1-[[(1S,2S,4S)-1-(cyclohexylmethyl)-2-hydroxy-4-isopropyl-5-hexenyl]carbamoyl]-2-imidazol-4-ylethyl]-carbamoyl]phenethyl]carbamate). As a reaction SMILES: [C:1]([O:5][C:6]([NH:8][C@H:9]([C:17]([OH:19])=O)[CH2:10][C:11]1[CH:16]=[CH:15][CH:14]=[CH:13][CH:12]=1)=[O:7])([CH3:4])([CH3:3])[CH3:2].[NH2:20][C@@H:21]([CH2:42][C:43]1[N:44]=[CH:45][NH:46][CH:47]=1)[C:22]([NH:24][C@@H:25]([CH2:35][CH:36]1[CH2:41][CH2:40][CH2:39][CH2:38][CH2:37]1)[C@@H:26]([OH:34])[CH2:27][C@@H:28]([CH:31]([CH3:33])[CH3:32])[CH:29]=[CH2:30])=[O:23].C(N1CCOCC1)C.C1C=CC2N(O)N=NC=2C=1.C1CCC(N=C=NC2CCCCC2)CC1>CN(C)C=O>[CH:36]1([CH2:35][C@H:25]([NH:24][C:22]([C@@H:21]([NH:20][C:17]([C@@H:9]([NH:8][C:6](=[O:7])[O:5][C:1]([CH3:2])([CH3:3])[CH3:4])[CH2:10][C:11]2[CH:12]=[CH:13][CH:14]=[CH:15][CH:16]=2)=[O:19])[CH2:42][C:43]2[N:44]=[CH:45][NH:46][CH:47]=2)=[O:23])[C@@H:26]([OH:34])[CH2:27][C@@H:28]([CH:31]([CH3:33])[CH3:32])[CH:29]=[CH2:30])[CH2:37][CH2:38][CH2:39][CH2:40][CH2:41]1. Procedure: A mixture of 313 mg 1.18 mmol) of t-butoxycarbonyl-L-phenylalanine. 460 mg (1.18 mmol) of (S)-α-amino-N-[(1S,2S,4S)-1-(cyclohexylmethyl)-2-hydroxy-4-isopropyl-5-hexenyl]imidazole-4-propionamide, 0.15 ml (1.18 mmol) of 4-ethylmorpholine, 320 mg (2.36 mmol) of HOBT and 292 mg (1.42 mmol) of DCC in 20 ml of dimethylformamide was stirred at room temperature overnight. Thereafter, the separated precipitate was filtered off and the solvent was evaporated in a high vacuum. The residue was dissolved in ... The reactants are CN1CCNCC1 (1-methyl piperazine), BrCC1=CC=C(C#N)C=C1 (4-(bromomethyl)benzonitrile), TEA. Run in C(Cl)Cl (DCM), C(Cl)Cl (DCM). Reaction conditions: time 24 hour. Product: CN1CCN(CC1)C1=CC=C(C#N)C=C1 (4-(4-methyl-piperazin-1-yl)-benzonitrile). The yield is 71.1%. Reaction SMILES: [CH3:1][N:2]1[CH2:7][CH2:6][NH:5][CH2:4][CH2:3]1.BrC[C:10]1[CH:17]=[CH:16][C:13]([C:14]#[N:15])=[CH:12][CH:11]=1>C(Cl)Cl>[CH3:1][N:2]1[CH2:7][CH2:6][N:5]([C:10]2[CH:17]=[CH:16][C:13]([C:14]#[N:15])=[CH:12][CH:11]=2)[CH2:4][CH2:3]1. Procedure details: 1-methyl piperazine (805 μl, 7.6 mmol) was added to a solution of 4-(bromomethyl)benzonitrile (1 g, 5.1 mmol) and TEA (1.4 ml, 10.2 mmol) in DCM (15 ml) and the resulting mixture was stirred at room temperature for 24 hours. The solution was then diluted with DCM, washed with a 5% NaHCO3 solution and then with H2O. The organic phase was dried over Na2SO4 and evaporated to dryness to give 0.73 g of 4-(4-methyl-piperazin-1-yl)-benzonitrile as a white solid. The reactants are solution, C(C)(CC)[Li] (s-butyllithium), CC12CN(CC(CCC1)(C2=O)C)C (1,3,5-trimethyl-3-azabicyclo[3.3.1]nonan-9-one), C([O-])([O-])=O.[K+].[K+] (potassium carbonate), solution, COC[Si](C)(C)C ((methoxymethyl)trimethylsilane), [Cl-].[NH4+] (ammonium chloride). Run in C1CCCCC1 (cyclohexane), O1CCCC1 (tetrahydrofuran). Run at temperature -35 celsius, time 30 minute. The product is CC12CN(CC(CCC1)(C2=COC)C)C (1,3,5-Trimethyl-9-methoxymethylene-3-azabicyclo[3.3.1]nonane). As a reaction SMILES: [CH3:1][O:2][CH2:3][Si](C)(C)C.C([Li])(CC)C.[CH3:13][C:14]12[C:22](=O)[C:18]([CH3:24])([CH2:19][CH2:20][CH2:21]1)[CH2:17][N:16]([CH3:25])[CH2:15]2.[Cl-].[NH4+].C(=O)([O-])[O-].[K+].[K+]>O1CCCC1.C1CCCCC1>[CH3:13][C:14]12[C:22](=[CH:3][O:2][CH3:1])[C:18]([CH3:24])([CH2:19][CH2:20][CH2:21]1)[CH2:17][N:16]([CH3:25])[CH2:15]2 |f:3.4,5.6.7|. Reported procedure: 100 ml of a solution of 20.5 ml of (methoxymethyl)trimethylsilane in dry tetrahydrofuran was cooled under a nitrogen atmosphere. Then 92 ml of a 1.3 M solution of s-butyllithium in cyclohexane was added dropwise thereinto at −78° C. After the completion of the addition, the mixture was stirred at −35° C. for 30 minutes. After adding 10.9 g of 1,3,5-trimethyl-3-azabicyclo[3.3.1]nonan-9-one, the resulting mixture was stirred at room temperature for 2 hours and then poured into a cooled aqueous sol... Reactants: S(=O)(=O)(OC)OC (dimethyl sulphate), NC1=C(C(N2N1CCC2)=O)\N=N\C=2C=NC=CC2 (3-amino-2-[(E)-pyridin-3-yldiazenyl]-6,7-dihydro-1H,5H-pyrazolo[1,2-a]pyrazol-1-one). The solvent is C1CCOC1 (THF). Reaction conditions: time 2 hour. Yields the product COS(=O)(=O)[O-].NC1=C(C(N2N1CCC2)=O)/N=N/C=2C=[N+](C=CC2)C (3-[(E)-(3-amino-1-oxo-6,7-dihydro-1H,5H-pyrazolo[1,2-a]pyrazol-2-yl)diazenyl]-1-methyl-pyridinium methyl sulphate). Reaction SMILES: [S:1]([O:6]C)([O:4][CH3:5])(=[O:3])=[O:2].[NH2:8][C:9]1[N:13]2[CH2:14][CH2:15][CH2:16][N:12]2[C:11](=[O:17])[C:10]=1/[N:18]=[N:19]/[C:20]1[CH:21]=[N:22][CH:23]=[CH:24][CH:25]=1>C1COCC1>[CH3:5][O:4][S:1]([O-:6])(=[O:3])=[O:2].[NH2:8][C:9]1[N:13]2[CH2:14][CH2:15][CH2:16][N:12]2[C:11](=[O:17])[C:10]=1/[N:18]=[N:19]/[C:20]1[CH:21]=[N+:22]([CH3:5])[CH:23]=[CH:24][CH:25]=1 |f:3.4|. Reported procedure: 1 mmol of dimethyl sulphate is added to a mixture of 5 mmol of 3-amino-2-[(E)-pyridin-3-yldiazenyl]-6,7-dihydro-1H,5H-pyrazolo[1,2-a]pyrazol-1-one and 20 ml of THF. The temperature of the medium is brought to 75° C. for 2 hours. Reactants: Cl.N(N)C=1C=CC2=C(C=CS2)C1 (5-hydrazinobenzothiophene hydrochloride), N1CCC(CC1)=O (4-piperidone). Run in C(C)(C)O (isopropanol). Product: C1=CSC=2C1=C1C3=C(NC1=CC2)CCNC3 (7.8,9,10-Tetrahydrothieno[3.2-e]pyrido[4,3-b]indole). RXN SMILES: Cl.[NH:2]([C:4]1[CH:5]=[CH:6][C:7]2[S:11][CH:10]=[CH:9][C:8]=2[CH:12]=1)N.[NH:13]1[CH2:18][CH2:17][C:16](=O)[CH2:15][CH2:14]1>C(O)(C)C>[CH:9]1[C:8]2=[C:12]3[C:4](=[CH:5][CH:6]=[C:7]2[S:11][CH:10]=1)[NH:2][C:16]1[CH2:17][CH2:18][NH:13][CH2:14][C:15]3=1 |f:0.1|. Reported procedure: 15 g of 5-hydrazinobenzothiophene hydrochloride and 15 g of 4-piperidone are boiled in 450 ml of isopropanol under a reflux condenser for 2 hours. After cooling the mixture, the precipitate which has separated out is filtered off and suspended in 2 N NaOH. A layer of methylene chloride is introduced under the suspension and the mixture is stirred; the layers are then separated and the organic phase is washed, dried and evaporated. After recrystallisation of the residue from isopropanol, 7,8,9,10...